From a dataset of the Open Reaction Database (ORD), a public repository of structured organic reaction records. describe an organic reaction: reactants, conditions, products, and yield Reactants: aqueous solution, S([O-])(O)=O.[Na+] (sodium bisulfite), C1(=CC=CC=C1)[C@@H]1[C@@H](CCC1)NS(=O)(=O)C(C)C ((+,−) Cis-propane-2-sulfonic acid (2-phenyl-cyclopentyl)-amide), I(=O)(=O)(=O)O (periodic acid), II (iodine), S(O)(O)(=O)=O (sulfuric acid). Run in O (water), C(C)(=O)O (acetic acid). Conditions: temperature 60 celsius. Product: IC1=CC=C(C=C1)[C@@H]1[C@@H](CCC1)NS(=O)(=O)C(C)C ((+,−) Cis Propane-2-sulfonic Acid [2-(4-iodo-phenyl)-cyclopentyl]-amide). Isolated yield 54.2%. As a reaction SMILES: [C:1]1([C@H:7]2[CH2:11][CH2:10][CH2:9][C@H:8]2[NH:12][S:13]([CH:16]([CH3:18])[CH3:17])(=[O:15])=[O:14])[CH:6]=[CH:5][CH:4]=[CH:3][CH:2]=1.S(=O)(=O)(O)O.[I:24](O)(=O)(=O)=O.II.S(=O)(O)[O-].[Na+]>C(O)(=O)C.O>[I:24][C:4]1[CH:3]=[CH:2][C:1]([C@H:7]2[CH2:11][CH2:10][CH2:9][C@H:8]2[NH:12][S:13]([CH:16]([CH3:18])[CH3:17])(=[O:15])=[O:14])=[CH:6][CH:5]=1 |f:4.5|. Reported procedure: (+,−) Cis-propane-2-sulfonic acid (2-phenyl-cyclopentyl)-amide (1.8 g, 6.7 mmol, prepared in example 16) was dissolved in 20 mL of glacial acetic acid and 0.7 mL (7.1 mmol) of concentrated sulfuric acid added followed by 2 mL of water. To this solution was added periodic acid (0.35 g, 1.6 mmol) and iodine (0.77 g, 3.0 mmol). The resulting mixture was heated to 60° C. for 3 hours. The reaction was cooled to room temperature and 20 mL of a 10% aqueous solution of sodium bisulfite was added. The pr... Solvent: C1(=CC=CC=C1)C (toluene), C1(=CC=CC=C1)C (toluene). Procedure: A solution of 2-diethylaminoethyl chloride [obtained from 15.5 g (0.09 mole) of 2-diethylaminoethyl chloride hydrochloride] in 100 ml of toluene (dried over molecular sieves) is added to a mixture of 6.4 g (0.03 mole) of 2,7-dihydroxyfluoren-9-one and 3.3 g (0.06 mole) of sodium methoxide in 200 ml of toluene (dried over molecular sieves). This mixture is heated to reflux with stirring for three hours. Upon cooling, the mixture is filtered to remove the precipitated sodium chloride. The toluene ... Conditions: time 3 hour. RXN SMILES: [CH2:1]([N:3]([CH2:7][CH3:8])[CH2:4][CH2:5][Cl:6])[CH3:2].Cl.[CH2:10]([N:12]([CH2:16][CH3:17])[CH2:13][CH2:14][Cl:15])[CH3:11].[OH:18][C:19]1[CH:31]=[CH:30][C:29]2[C:28]3[C:23](=[CH:24][C:25]([OH:32])=[CH:26][CH:27]=3)[C:22](=[O:33])[C:21]=2[CH:20]=1.C[O-].[Na+]>C1(C)C=CC=CC=1>[ClH:6].[ClH:15].[CH2:1]([N:3]([CH2:7][CH3:8])[CH2:4][CH2:5][O:18][C:19]1[CH:31]=[CH:30][C:29]2[C:28]3[C:23](=[CH:24][C:25]([O:32][CH2:14][CH2:13][N:12]([CH2:10][CH3:11])[CH2:16][CH3:17])=[CH:26][CH:27]=3)[C:22](=[O:33])[C:21]=2[CH:20]=1)[CH3:2] |f:1.2,4.5,7.8.9|. Starting materials: C(C)N(CCCl)CC (2-diethylaminoethyl chloride), Cl.C(C)N(CCCl)CC (2-diethylaminoethyl chloride hydrochloride), OC1=CC=2C(C3=CC(=CC=C3C2C=C1)O)=O (2,7-dihydroxyfluoren-9-one), C[O-].[Na+] (sodium methoxide). The product is Cl.Cl.C(C)N(CCOC1=CC=2C(C3=CC(=CC=C3C2C=C1)OCCN(CC)CC)=O)CC (2,7-bis(2-diethylaminoethoxy)fluoren-9-one dihydrochloride). The reactants are C(C(C)C)C=1C=C(C2=C(C(CO2)(C)C)C1)B(O)O (5-isobutyl-3,3-dimethyl-2,3-dihydro-benzofuran-7-boronic acid), FC1=C(C=O)C=C(C(=C1I)OC)F (2,5-difluoro-3-iodo-4-methoxy-benzaldehyde). Yields the product FC1=C(C=O)C=C(C(=C1C1=CC(=CC=2C(COC21)(C)C)CC(C)C)OC)F (2,5-Difluoro-3-(5-isobutyl-3,3-dimethyl-2,3-dihydro-benzofuran-7-yl)-4-methoxy-benzaldehyde). Reaction SMILES: [CH2:1]([C:5]1[CH:6]=[C:7](B(O)O)[C:8]2[O:12][CH2:11][C:10]([CH3:14])([CH3:13])[C:9]=2[CH:15]=1)[CH:2]([CH3:4])[CH3:3].[F:19][C:20]1[C:27](I)=[C:26]([O:29][CH3:30])[C:25]([F:31])=[CH:24][C:21]=1[CH:22]=[O:23]>>[F:19][C:20]1[C:27]([C:7]2[C:8]3[O:12][CH2:11][C:10]([CH3:14])([CH3:13])[C:9]=3[CH:15]=[C:5]([CH2:1][CH:2]([CH3:4])[CH3:3])[CH:6]=2)=[C:26]([O:29][CH3:30])[C:25]([F:31])=[CH:24][C:21]=1[CH:22]=[O:23]. Reported procedure: The intermediate 2,5-Difluoro-3-(5-isobutyl-3,3-dimethyl-2,3-dihydro-benzofuran-7-yl)-4-methoxy-benzaldehyde was prepared in a similar manner as in example 1 a using 5-isobutyl-3,3-dimethyl-2,3-dihydro-benzofuran-7-boronic acid (example 1b) and 2,5-difluoro-3-iodo-4-methoxy-benzaldehyde As a reaction SMILES: [N+:1]([C:4]1[CH:12]=[C:11]2[C:7]([CH:8]=[N:9][NH:10]2)=[CH:6][CH:5]=1)([O-:3])=[O:2].C(=O)([O-])[O-].[K+].[K+].Cl.Cl[CH2:21][CH2:22][N:23]1[CH2:27][CH2:26][CH2:25][CH2:24]1>CN(C=O)C>[N+:1]([C:4]1[CH:12]=[C:11]2[C:7]([CH:8]=[N:9][N:10]2[CH2:21][CH2:22][N:23]2[CH2:27][CH2:26][CH2:25][CH2:24]2)=[CH:6][CH:5]=1)([O-:3])=[O:2] |f:1.2.3,4.5|. Run at temperature 60 celsius, time 30 minute. Solvent: CN(C)C=O (DMF). Procedure details: A mixture of 6-nitroindazole (2.00 g, 12.3 mmol) and potassium carbonate (5.10 g 37.0 mmol) in DMF (40 mL) was stirred for 30 minutes, after which 1-(2-chloro-ethyl)-pyrrolidine hydrochloride (3.20 g 18.9 mmol) was added. The mixture was heated to 60° C. for 6 hours, cooled to room temperature, filtered through a plug of silica gel and rinsed with triethylamine/ethyl acetate (1/4). The filtrate was concentrated under reduced pressure and purified by flash chromatography (silica gel, triethylamin... The product is [N+](=O)([O-])C1=CC=C2C=NN(C2=C1)CCN1CCCC1 (6-nitro-1-(2-pyrrolidin-1-yl-ethyl)-1H-indazole). Starting materials: [N+](=O)([O-])C1=CC=C2C=NNC2=C1 (6-nitroindazole), C([O-])([O-])=O.[K+].[K+] (potassium carbonate), Cl.ClCCN1CCCC1 (1-(2-chloro-ethyl)-pyrrolidine hydrochloride). The reactants are C, COC(=O)Cc1ccc(C2CCN(C(=O)OCc3ccccc3)CC2)cc1, CCO, [Pd]. Product: COC(=O)Cc1ccc(C2CCNCC2)cc1. RXN SMILES: [C:31].[CH2:1]([O:2][C:3](=[O:4])[N:11]1[CH2:12][CH2:13][CH:14]([c:17]2[cH:18][cH:19][c:20]([CH2:23][C:24](=[O:25])[O:26][CH3:27])[cH:21][cH:22]2)[CH2:15][CH2:16]1)[c:5]1[cH:6][cH:7][cH:8][cH:9][cH:10]1.[CH3:28][CH2:29][OH:30].[Pd:32]>>[NH:11]1[CH2:12][CH2:13][CH:14]([c:17]2[cH:18][cH:19][c:20]([CH2:23][C:24](=[O:25])[O:26][CH3:27])[cH:21][cH:22]2)[CH2:15][CH2:16]1. Reactants: ClC1=C(C(=CC=C1)F)C1=NN(C(N1)=O)C1=CC(=C(C(=O)OC)C=C1)OC (methyl 4-(3-(2-chloro-6-fluorophenyl)-5-oxo-4,5-dihydro-1H-1,2,4-triazol-1-yl)-2-methoxybenzoate), FC1=C(N)C=CC(=C1)C (2-fluoro-4-methyl aniline), C[Al](C)C (trimethyl aluminium). The product is ClC1=C(C(=CC=C1)F)C1=NN(C(N1)=O)C1=CC(=C(C(=O)NC2=C(C=C(C=C2)C)F)C=C1)OC (4-(3-(2-Chloro-6-fluorophenyl)-5-oxo-4,5-dihydro-1H-1,2,4-triazol-1-yl)-N-(2-fluoro-4-methylphenyl)-2-methoxybenzamide). The yield is 38.4%. As a reaction SMILES: [Cl:1][C:2]1[CH:7]=[CH:6][CH:5]=[C:4]([F:8])[C:3]=1[C:9]1[NH:13][C:12](=[O:14])[N:11]([C:15]2[CH:24]=[CH:23][C:18]([C:19]([O:21]C)=O)=[C:17]([O:25][CH3:26])[CH:16]=2)[N:10]=1.[F:27][C:28]1[CH:34]=[C:33]([CH3:35])[CH:32]=[CH:31][C:29]=1[NH2:30].C[Al](C)C>>[Cl:1][C:2]1[CH:7]=[CH:6][CH:5]=[C:4]([F:8])[C:3]=1[C:9]1[NH:13][C:12](=[O:14])[N:11]([C:15]2[CH:24]=[CH:23][C:18]([C:19]([NH:30][C:29]3[CH:31]=[CH:32][C:33]([CH3:35])=[CH:34][C:28]=3[F:27])=[O:21])=[C:17]([O:25][CH3:26])[CH:16]=2)[N:10]=1. Procedure: The title compound was prepared according to the procedure described in Example-31, by using methyl 4-(3-(2-chloro-6-fluorophenyl)-5-oxo-4,5-dihydro-1H-1,2,4-triazol-1-yl)-2-methoxybenzoate (step-2 of Intermediate-15, 0.100 g, 0.26 mmol), 2-fluoro-4-methyl aniline (0.050 g, 0.39 mmol) and trimethyl aluminium (2M solution in toluene) (0.5 mL) to afford 0.047 g of desired product. 1H NMR (DMSO-d6): δ 2.30 (s, 3H), 4.03 (s, 3H), 7.02 (d, J=8.1 Hz, 1H), 7.14 (d, J=11.7 Hz, 1H), 7.51 (t, 1H), 7.58 (d... Starting materials: ClC=1C=C(C=CC1Cl)[C@]12CCN(C[C@@]2(C1)COC)C ((1S,6R)-6-(3,4-dichlorophenyl)-3-methyl-1-[(methyloxy)methyl]-3-azabicyclo[4.1.0]heptane), Cl (hydrochloric acid). Run in C(C)OCC (diethyl ether), C(C)OCC (diethyl ether). The product is Cl.ClC=1C=C(C=CC1Cl)[C@]12CCN(C[C@@]2(C1)COC)C ((1S,6R)-6-(3,4-dichlorophenyl)-3-methyl-1-[(methyloxy)methyl]-3-azabicyclo[4.1.0]heptane hydrochloride). Reaction SMILES: [Cl:1][C:2]1[CH:3]=[C:4]([C@:9]23[CH2:15][C@@:14]2([CH2:16][O:17][CH3:18])[CH2:13][N:12]([CH3:19])[CH2:11][CH2:10]3)[CH:5]=[CH:6][C:7]=1[Cl:8].Cl>C(OCC)C>[ClH:1].[Cl:1][C:2]1[CH:3]=[C:4]([C@:9]23[CH2:15][C@@:14]2([CH2:16][O:17][CH3:18])[CH2:13][N:12]([CH3:19])[CH2:11][CH2:10]3)[CH:5]=[CH:6][C:7]=1[Cl:8] |f:3.4|. Procedure details: (1S,6R)-6-(3,4-dichlorophenyl)-3-methyl-1-[(methyloxy)methyl]-3-azabicyclo[4.1.0]heptane (E12, 16 mg) was treated with hydrochloric acid 1.0M in diethyl ether (0.064 mL). 0.5 mL of diethyl ether were added and a colourless solid formed. Organic phase was removed after decantation of the solid. Colourless solid obtained as a 5:1 mixture of isomers due protonation on the nitrogen atom (16 mg). The reactants are ClC1=CC(=CC=C1)C(=O)OO (m-Chloroperbenzoic acid), CS(=O)(=O)NC=1C=C2C=CC(=NC2=CC1)C (6-methanesulphonamido-2-methylquinoline). The solvent is C(Cl)Cl (methylene chloride), C([O-])(O)=O.[Na+] (sodium bicarbonate). Run at time 17 hour. The product is CS(=O)(=O)NC=1C=C2C=CC(=[N+](C2=CC1)[O-])C (6-Methanesulphonamido-2-methylquinoline-1-oxide). As a reaction SMILES: ClC1C=CC=C(C(OO)=[O:9])C=1.[CH3:12][S:13]([NH:16][C:17]1[CH:18]=[C:19]2[C:24](=[CH:25][CH:26]=1)[N:23]=[C:22]([CH3:27])[CH:21]=[CH:20]2)(=[O:15])=[O:14]>C(Cl)Cl.C(=O)(O)[O-].[Na+]>[CH3:12][S:13]([NH:16][C:17]1[CH:18]=[C:19]2[C:24](=[CH:25][CH:26]=1)[N+:23]([O-:9])=[C:22]([CH3:27])[CH:21]=[CH:20]2)(=[O:14])=[O:15] |f:3.4|. Procedure details: m-Chloroperbenzoic acid ("MCPBA") (5.2 g) was added portionwise to a solution of 6-methanesulphonamido-2-methylquinoline (6 g) in methylene chloride and stirring was continued for 17 hours. The reaction mixture was then diluted with aqueous sodium bicarbonate and the organic layer was separated. The aqueous layer was extracted with methylene chloride. The combined organic layers were washed with aqueous sodium bicarbonate, dried (MgSO4) and evaporated in vacuo to give a solid which was recrystal...